This data is from the Open Reaction Database (ORD), a public repository of structured organic reaction records. The task is: describe an organic reaction: reactants, conditions, products, and yield Starting materials: C=CCN(CC(=O)OCC)NC(=O)NCc1ccccc1, CO, [Li+], C1CCOC1, [OH-], O, O, O. The product is C=CCN(CC(=O)O)NC(=O)NCc1ccccc1. Reaction SMILES: [CH2:1]([CH:2]=[CH2:3])[N:4]([NH:5][C:6]([NH:7][CH2:8][c:9]1[cH:10][cH:11][cH:12][cH:13][cH:14]1)=[O:15])[CH2:16][C:17](=[O:18])[O:19][CH2:20][CH3:21].[CH3:26][OH:27].[Li+:24].[O:28]1[CH2:29][CH2:30][CH2:31][CH2:32]1.[OH-:23].[OH2:22].[OH2:25].[OH2:33]>>[CH2:1]([CH:2]=[CH2:3])[N:4]([NH:5][C:6]([NH:7][CH2:8][c:9]1[cH:10][cH:11][cH:12][cH:13][cH:14]1)=[O:15])[CH2:16][C:17](=[O:18])[OH:19]. Starting materials: CN1CC2c3ccccc3C3CC2(C1)c1ccccc13, Cl, F, [K+], O=[N+]([O-])[O-]. Product: CN1CC23CC(c4ccccc4C2C1[N+](=O)[O-])c1ccccc13, Cl. Reaction SMILES: [CH3:2][N:3]1[CH2:4][CH:5]2[C:6]3([CH2:7]1)[c:8]1[c:9]([cH:18][cH:19][cH:20][cH:21]1)[CH:10]([c:11]1[c:12]2[cH:13][cH:14][cH:15][cH:16]1)[CH2:17]3.[ClH:1].[FH:27].[K+:22].[O-:23][N+:24]([O-:25])=[O:26]>>[CH3:2][N:3]1[CH:4]([N+:24](=[O:23])[O-:25])[CH:5]2[C:6]3([CH2:7]1)[c:8]1[c:9]([cH:18][cH:19][cH:20][cH:21]1)[CH:10]([c:11]1[c:12]2[cH:13][cH:14][cH:15][cH:16]1)[CH2:17]3.[ClH:1]. The reactants are C(C1=CC=CC=C1)ON1[C@@H]2CC[C@H](N(C1=O)C2)C(=O)N ((2S,5R)-6-(benzyloxy)-7-oxo-1,6-diazabicyclo[3.2.1]octane-2-carboxamide). The reagents and catalysts are [C].[Pd] (palladium-carbon). Run in CO (methanol). Conditions: time 0.75 hour. Yields the product ON1[C@@H]2CC[C@H](N(C1=O)C2)C(=O)N ((2S,5R)-6-Hydroxy-7-oxo-1,6-diazabicyclo[3.2.1]octane-2-carboxamide). Yield: 119.3%. Reaction SMILES: C([O:8][N:9]1[C:15](=[O:16])[N:14]2[CH2:17][C@H:10]1[CH2:11][CH2:12][C@H:13]2[C:18]([NH2:20])=[O:19])C1C=CC=CC=1>CO.[C].[Pd]>[OH:8][N:9]1[C:15](=[O:16])[N:14]2[CH2:17][C@H:10]1[CH2:11][CH2:12][C@H:13]2[C:18]([NH2:20])=[O:19] |f:2.3|. Procedure details: 445 mg of (2S,5R)-6-(benzyloxy)-7-oxo-1,6-diazabicyclo[3.2.1]octane-2-carboxamide was dissolved in methanol (16 mL), and 80 mg of 10% palladium-carbon (50% water content) was added, followed by stifling for 0.75 hours under hydrogen atmosphere. The catalyst of the reaction mixture was filtered through celite, and the solvent was concentrated under reduced pressure and dried under vacuum to afford 357 mg of the title compound as a colorless solid (quantitative). Procedure: 1.37 g (3.04 mmol) of the above prepared (rac)-4-[3-(tert-butyl-dimethyl-silanyloxy)-1-hydroxymethyl-propyl]-5-oxo-[1,4]diazepane-1-carboxylic acid benzyl ester and 0.95 ml (15.20 mmol) of methyl iodide were dissolved in 4.8 ml of N,N-dimethylformamide. After cooling (0° C.), 0.16 g (3.65 mmol) of NaH (55% in oil) was added. The reaction was stirred for 3 h at this temperature, then poured onto crushed ice/10% aq. potassium hydrogensulfate solution and extracted with diethyl ether (3×). The orga... Run in CN(C=O)C (N,N-dimethylformamide). The product is C(C1=CC=CC=C1)OC(=O)N1CCN(C(CC1)=O)C(CCO[Si](C)(C)C(C)(C)C)COC ((rac)-4-[3-(tert-Butyl-dimethyl-silanyloxy)-1-methoxymethyl-propyl]-5-oxo-[1,4]diazepane-1-carboxylic acid benzyl ester). As a reaction SMILES: [CH2:1]([O:8][C:9]([N:11]1[CH2:17][CH2:16][C:15](=[O:18])[N:14]([CH:19]([CH2:30][OH:31])[CH2:20][CH2:21][O:22][Si:23]([C:26]([CH3:29])([CH3:28])[CH3:27])([CH3:25])[CH3:24])[CH2:13][CH2:12]1)=[O:10])[C:2]1[CH:7]=[CH:6][CH:5]=[CH:4][CH:3]=1.[CH3:32]I.[H-].[Na+]>CN(C)C=O>[CH2:1]([O:8][C:9]([N:11]1[CH2:17][CH2:16][C:15](=[O:18])[N:14]([CH:19]([CH2:30][O:31][CH3:32])[CH2:20][CH2:21][O:22][Si:23]([C:26]([CH3:28])([CH3:27])[CH3:29])([CH3:25])[CH3:24])[CH2:13][CH2:12]1)=[O:10])[C:2]1[CH:3]=[CH:4][CH:5]=[CH:6][CH:7]=1 |f:2.3|. The yield is 96.0%. Reactants: ice, C(C1=CC=CC=C1)OC(=O)N1CCN(C(CC1)=O)C(CCO[Si](C)(C)C(C)(C)C)CO ((rac)-4-[3-(tert-butyl-dimethyl-silanyloxy)-1-hydroxymethyl-propyl]-5-oxo-[1,4]diazepane-1-carboxylic acid benzyl ester), CI (methyl iodide), [H-].[Na+] (NaH). Reaction conditions: time 3 hour. Procedure details: Following the procedure of Example 1, m-phenoxybenzyl α-bromoisovalerate is reacted with each of 4-ethylaniline and 4-isopropylaniline to yield the m-phenoxybenzyl ester of N-(4-ethylphenyl)valine, MS m/e 403.2 (M+), and N-(4-isopropylphenyl)valine, MS m/e 417.2 (M+). Starting materials: C(C)C1=CC=C(N)C=C1 (4-ethylaniline), C(C)(C)C1=CC=C(N)C=C1 (4-isopropylaniline), BrC(C(=O)OCC1=CC(=CC=C1)OC1=CC=CC=C1)C(C)C (m-phenoxybenzyl α-bromoisovalerate). Product: m-phenoxybenzyl ester, C(C)C1=CC=C(C=C1)N[C@@H](C(C)C)C(=O)O (N-(4-ethylphenyl)valine), C(C)(C)C1=CC=C(C=C1)N[C@@H](C(C)C)C(=O)O (N-(4-isopropylphenyl)valine). As a reaction SMILES: Br[CH:2]([CH:20]([CH3:22])[CH3:21])[C:3]([O:5]CC1C=CC=C(OC2C=CC=CC=2)C=1)=[O:4].[CH2:23]([C:25]1[CH:31]=[CH:30][C:28]([NH2:29])=[CH:27][CH:26]=1)[CH3:24].[CH:32]([C:35]1[CH:41]=[CH:40][C:38]([NH2:39])=[CH:37][CH:36]=1)([CH3:34])[CH3:33]>>[CH2:23]([C:25]1[CH:31]=[CH:30][C:28]([NH:29][C@H:2]([C:3]([OH:5])=[O:4])[CH:20]([CH3:22])[CH3:21])=[CH:27][CH:26]=1)[CH3:24].[CH:32]([C:35]1[CH:41]=[CH:40][C:38]([NH:39][C@H:2]([C:3]([OH:5])=[O:4])[CH:20]([CH3:22])[CH3:21])=[CH:37][CH:36]=1)([CH3:34])[CH3:33]. Starting materials: [H-].[H-].[H-].[H-].[Li+].[Al+3] (LiAlH4), ClC=1C=C(C=CC1)CC(=O)N(C)OC (2-(3-chlorophenyl)-N-methoxy-N-methyl-acetamide), OS(=O)(=O)[O-].[K+] (KHSO4). Run in CCOCC (ether), O1CCCC1 (tetrahydrofuran), O (water). Conditions: time 1 hour. Yields the product ClC=1C=C(C=CC1)CC=O (2-(3-Chlorophenyl)-acetaldehyde), liquid. Reaction SMILES: [H-].[H-].[H-].[H-].[Li+].[Al+3].[Cl:7][C:8]1[CH:9]=[C:10]([CH2:14][C:15](N(OC)C)=[O:16])[CH:11]=[CH:12][CH:13]=1.OS([O-])(=O)=O.[K+]>CCOCC.O1CCCC1.O>[Cl:7][C:8]1[CH:9]=[C:10]([CH2:14][CH:15]=[O:16])[CH:11]=[CH:12][CH:13]=1 |f:0.1.2.3.4.5,7.8|. Procedure details: A suspension of LiAlH4 (1.90 g, 51 mmol) in anhydrous ether (250 mL) was stirred at room temperature under nitrogen for about 1 hour. The suspension was cooled to about −45° C. To it was added drops of a solution of 2-(3-chlorophenyl)-N-methoxy-N-methyl-acetamide (8.19 g, 38.3 mmol, see Preparation 1) in 10 mL of anhydrous tetrahydrofuran (THF). The mixture was warmed to about 0° C. and stirred for about 3 hours. The solution was then cooled to about −45° C. To this solution was slowly added a s...